From a dataset of the Open Reaction Database (ORD), a public repository of structured organic reaction records. describe an organic reaction: reactants, conditions, products, and yield The reactants are CON(C(C(C)(C)NC(OC(C)(C)C)=O)=O)C (tert-butyl 1-(methoxy(methyl)amino)-2-methyl-1-oxopropan-2-ylcarbamate), C[Li] (methyl lithium), [NH4+].[Cl-] (NH4Cl). Solvent: CCOC(=O)C (EtOAc), O (water), C1CCOC1 (THF). Run at time 4 hour. Yields the product CC(C)(C(C)=O)NC(OC(C)(C)C)=O (tert-butyl 2-methyl-3-oxobutan-2-ylcarbamate). Yield: 67.8%. Reaction SMILES: CON(C)[C:4](=[O:16])[C:5]([NH:8][C:9](=[O:15])[O:10][C:11]([CH3:14])([CH3:13])[CH3:12])([CH3:7])[CH3:6].[CH3:18][Li].[NH4+].[Cl-]>C1COCC1.CCOC(C)=O.O>[CH3:7][C:5]([NH:8][C:9](=[O:15])[O:10][C:11]([CH3:12])([CH3:13])[CH3:14])([C:4](=[O:16])[CH3:18])[CH3:6] |f:2.3|. Procedure: To a solution of tert-butyl 1-(methoxy(methyl)amino)-2-methyl-1-oxopropan-2-ylcarbamate (4.26 g, 17.30 mmol) in THF (100 mL) at −70° C. was added drop wise methyl lithium (32.4 mL, 51.9 mmol). Cold bath was replaced with −40° C. bath and the reaction was stirred for 4 hours. Saturated NH4Cl solution (10 mL) was then added cautiously to quench the reaction. The reaction mixture was then allowed to warm to room temperature, and diluted with EtOAc (100 mL) and water (50 mL). The phases were separat... The reactants are CC(C)(C)[Si](C)(C)Cl, C#CC(CO)NC(=O)OC(C)(C)C, ClCCl, c1c[nH]cn1. Product: C#CC(CO[Si](C)(C)C(C)(C)C)NC(=O)OC(C)(C)C. RXN SMILES: [C:19]([CH3:20])([CH3:21])([CH3:22])[Si:23]([CH3:24])([CH3:25])[Cl:26].[C:1](=[O:2])([O:3][C:4]([CH3:5])([CH3:6])[CH3:7])[NH:8][CH:9]([CH2:10][OH:11])[C:12]#[CH:13].[Cl:27][CH2:28][Cl:29].[nH:14]1[cH:15][cH:16][n:17][cH:18]1>>[C:1](=[O:2])([O:3][C:4]([CH3:5])([CH3:6])[CH3:7])[NH:8][CH:9]([CH2:10][O:11][Si:23]([C:19]([CH3:20])([CH3:21])[CH3:22])([CH3:24])[CH3:25])[C:12]#[CH:13]. Starting materials: COC(=O)C=1C(=CC=C(C1)C(N)=S)C1=C(C=CC=C1)[N+](=O)[O-] (2′-nitro-4-thiocarbamoyl-biphenyl-2-carboxylic acid methyl ester), COC(=O)C=1C(=CC=C(C1)C(N)=S)C1=C(C=CC=C1)[N+](=O)[O-] (2′-nitro-4-thiocarbamoyl-biphenyl-2-carboxylic acid methyl ester), FC=1C=C(C(CBr)=O)C=C(C1)F (3,5-difluorophenacyl bromide). Yields the product FC=1C=C(C=C(C1)F)C=1N=C(SC1)C=1C=C(C(=CC1)C1=C(C=CC=C1)[N+](=O)[O-])C(=O)O (4-[4-(3,5-Difluoro-phenyl)-thiazol-2-yl]-2′-nitro-biphenyl-2-carboxylic acid). The yield is 14.0%. Reaction SMILES: C[O:2][C:3]([C:5]1[C:6]([C:14]2[CH:19]=[CH:18][CH:17]=[CH:16][C:15]=2[N+:20]([O-:22])=[O:21])=[CH:7][CH:8]=[C:9]([C:11](=[S:13])[NH2:12])[CH:10]=1)=[O:4].[F:23][C:24]1[CH:25]=[C:26]([CH:31]=[C:32]([F:34])[CH:33]=1)[C:27](=O)[CH2:28]Br>>[F:23][C:24]1[CH:25]=[C:26]([C:27]2[N:12]=[C:11]([C:9]3[CH:10]=[C:5]([C:3]([OH:2])=[O:4])[C:6]([C:14]4[CH:19]=[CH:18][CH:17]=[CH:16][C:15]=4[N+:20]([O-:22])=[O:21])=[CH:7][CH:8]=3)[S:13][CH:28]=2)[CH:31]=[C:32]([F:34])[CH:33]=1. Procedure details: 4-[4-(3,5-Difluoro-phenyl)-thiazol-2-yl]-2′-nitro-biphenyl-2-carboxylic acid (38 mg, 14%) was prepared from 2′-nitro-4-thiocarbamoyl-biphenyl-2-carboxylic acid methyl ester (which may be prepared as described for Intermediate 4) and 3,5-difluorophenacyl bromide (available from SynQuest Laboratories, Inc.) using the procedure described for the preparation of Example 18. 1H NMR (300 MHz, DMSO-d6) δ 8.41-8.50 (m, 2H), 8.03 (d, J=8.1 Hz, 2H), 7.79 (d, J=7.2 Hz, 2H), 7.50-7.68 (m, 2H), 7.21-7.33 (m, ... Starting materials: [OH-].[Na+] (sodium hydroxide), C(C)(=O)C1(CC1)SCCC (1-acetyl-1-propylmercapto-cyclopropane), ClC1=C(C=O)C=CC(=C1)Cl (2,4-dichlorobenzaldehyde), C(C)O (ethanol). Solvent: ClCCl (dichloromethane), O (water). Conditions: time 14 hour. Yields the product C(CC)SC1(CC1)C(=O)C=CC1=C(C=C(C=C1)Cl)Cl (2,4-dichlorophenyl-ethenyl 1-propylmercaptocyclopropyl ketone). Yield: 97.6%. Reaction SMILES: [OH-].[Na+].[C:3]([C:6]1([S:9][CH2:10][CH2:11][CH3:12])[CH2:8][CH2:7]1)(=[O:5])[CH3:4].[Cl:13][C:14]1[CH:21]=[C:20]([Cl:22])[CH:19]=[CH:18][C:15]=1[CH:16]=O.C(O)C>O.ClCCl>[CH2:10]([S:9][C:6]1([C:3]([CH:4]=[CH:16][C:15]2[CH:18]=[CH:19][C:20]([Cl:22])=[CH:21][C:14]=2[Cl:13])=[O:5])[CH2:8][CH2:7]1)[CH2:11][CH3:12] |f:0.1|. Procedure details: 5 pellets of solid sodium hydroxide are added at room temperature to a mixture of 41.7 g (0.26 mol) of 1-acetyl-1-propylmercapto-cyclopropane, 46 g (0.26 mol) of 2,4-dichlorobenzaldehyde, 130 ml of ethanol and 30 ml of dichloromethane. The mixture is stirred for a further 14 hours at room temperature. 50 ml of water are added, and the oil phase is separated off and taken up in dichloromethane. The organic phase is washed using water, dried over sodium sulphate and concentrated by stripping off t... Reactants: C(C(=O)Cl)(=O)Cl (oxalyl chloride), C(C)(=O)NCCCCCCCCCCC(=O)O (11-acetylamino-undecanoic acid), [Cl-].[Al+3].[Cl-].[Cl-] (aluminium chloride), C(C)(=O)NCCCCCCCCCCC(=O)Cl (11-acetylamino-undecanoyl chloride), FC1=C(C=CC=C1)OC (2-fluoroanisole), Cl (hydrochloric acid). Reagents/catalysts: CN(C)C=O (DMF). The solvent is C(Cl)Cl (methylene chloride), O (water). Reaction conditions: time 3 hour. The product is FC=1C=C(C=CC1OC)C(CCCCCCCCCCNC(C)=O)=O (N-[11-(3-fluoro-4-methoxy-phenyl)-11-oxo-undecyl]acetamide). Isolated yield 107.7%. Reaction SMILES: C(Cl)(=O)C(Cl)=O.[C:7]([NH:10][CH2:11][CH2:12][CH2:13][CH2:14][CH2:15][CH2:16][CH2:17][CH2:18][CH2:19][CH2:20][C:21]([OH:23])=O)(=[O:9])[CH3:8].C(NCCCCCCCCCCC(Cl)=O)(=O)C.[F:41][C:42]1[CH:47]=[CH:46][CH:45]=[CH:44][C:43]=1[O:48][CH3:49].[Cl-].[Al+3].[Cl-].[Cl-].Cl>CN(C=O)C.C(Cl)Cl.O>[F:41][C:42]1[CH:47]=[C:46]([C:21](=[O:23])[CH2:20][CH2:19][CH2:18][CH2:17][CH2:16][CH2:15][CH2:14][CH2:13][CH2:12][CH2:11][NH:10][C:7](=[O:9])[CH3:8])[CH:45]=[CH:44][C:43]=1[O:48][CH3:49] |f:4.5.6.7|. Reported procedure: 0.5 ml of oxalyl chloride is added to a solution of 1.2 g of 11-acetylamino-undecanoic acid and 5 drops of DMF in 15 ml of methylene chloride at 0° C. and the mixture is stirred at RT for 3 hrs. The solution of the 11-acetylamino-undecanoyl chloride is treated under argon with 0.6 g of 2-fluoroanisole, cooled to -15° C. and treated with 1.4 g of aluminium chloride. After 2 hrs. at -15° C. the mixture is left to warm to room temperature overnight. The solution is treated with 15 ml of 1 M hydroch... The reactants are CC(C)O, CN(C)c1ccncc1, CCN(C(C)C)C(C)C, Clc1nc(Cl)c(Cl)c(Cl)c1Cl, CC(N)CO. Yields the product CC(CO)Nc1c(Cl)c(Cl)nc(Cl)c1Cl. As a reaction SMILES: [CH3:26][CH:27]([OH:28])[CH3:29].[CH3:30][N:31]([c:32]1[cH:33][cH:34][n:35][cH:36][cH:37]1)[CH3:38].[CH:12]([N:13]([CH2:14][CH3:15])[CH:16]([CH3:17])[CH3:18])([CH3:19])[CH3:20].[Cl:1][c:2]1[c:3]([Cl:11])[c:4]([Cl:10])[c:5]([Cl:9])[c:6]([Cl:8])[n:7]1.[NH2:21][CH:22]([CH2:23][OH:24])[CH3:25]>>[Cl:1][c:2]1[c:3]([Cl:11])[c:4]([NH:21][CH:22]([CH2:23][OH:24])[CH3:25])[c:5]([Cl:9])[c:6]([Cl:8])[n:7]1.